Dataset: the Open Reaction Database (ORD), a public repository of structured organic reaction records. Task: describe an organic reaction: reactants, conditions, products, and yield The reactants are NC1=C2C(N(C(C2=CC=C1)=O)C1C(NC(CC1)=O)=O)=O (4-amino-2-(2,6-dioxo(3-piperidyl))isoindoline-1,3-dione), Cl.N1=C(C=CC=C1)C(=O)Cl (pyridine-2-carbonyl chloride hydrochloride). Solvent: C1CCOC1 (THF), CO (methanol). Product: O=C1NC(CCC1N1C(C2=CC=CC(=C2C1=O)NC(=O)C1=NC=CC=C1)=O)=O (N-[2-(2,6-dioxo(3-piperidyl))-1,3-dioxoisoindolin-4-yl]-2-pyridylcarboxamide). Isolated yield 39.6%. As a reaction SMILES: [NH2:1][C:2]1[CH:10]=[CH:9][CH:8]=[C:7]2[C:3]=1[C:4](=[O:20])[N:5]([CH:12]1[CH2:17][CH2:16][C:15](=[O:18])[NH:14][C:13]1=[O:19])[C:6]2=[O:11].Cl.[N:22]1[CH:27]=[CH:26][CH:25]=[CH:24][C:23]=1[C:28](Cl)=[O:29]>C1COCC1.CO>[O:19]=[C:13]1[CH:12]([N:5]2[C:4](=[O:20])[C:3]3[C:7](=[CH:8][CH:9]=[CH:10][C:2]=3[NH:1][C:28]([C:23]3[CH:24]=[CH:25][CH:26]=[CH:27][N:22]=3)=[O:29])[C:6]2=[O:11])[CH2:17][CH2:16][C:15](=[O:18])[NH:14]1 |f:1.2|. Reported procedure: To a stirred suspension of 4-amino-2-(2,6-dioxo(3-piperidyl))isoindoline-1,3-dione (0.55 g, 2.0 mmol) in THF (30 ml) was added pyridine-2-carbonyl chloride hydrochloride (0.71 g, 4.0 mmol). The mixture was heated to reflux for 18 hours. The solvent was evaporated in vacuo and the resulting solid was slurried in a biphasic mixture of diethyl ether (20 ml)/20% NH4OH (20 ml) and filtered to give an off-white solid. The solid was re-slurried in methanol (20 ml) and filtered to give 0.30 g (40%) of p... Starting materials: CC=1C=C(C=CC1C)N(C1=CC(=C(C=C1)C)C)C1=CC=C(C=C)C=C1 (4-[N, N-bis(3,4-dimethylphenyl)amino]styrene), C(C)O[SiH](OCC)OCC (triethoxysilane). Solvent: C1(=CC=CC=C1)C (toluene), C1(=CC=CC=C1)C (toluene), C1(=CC=CC=C1)C (toluene). The product is CC=1C=C(C=CC1C)N(C1=CC(=C(C=C1)C)C)C1=CC=C(C=C1)CC[Si](OCC)(OCC)OCC (4-[N, N-bis(3, 4-dimethylphenyl)amino]-[2(triethoxysilyl)ethyl]benzene). RXN SMILES: [CH2:1]([O:3][SiH:4]([O:8][CH2:9][CH3:10])[O:5][CH2:6][CH3:7])[CH3:2].[CH3:11][C:12]1[CH:13]=[C:14]([N:19]([C:28]2[CH:35]=[CH:34][C:31]([CH:32]=[CH2:33])=[CH:30][CH:29]=2)[C:20]2[CH:25]=[CH:24][C:23]([CH3:26])=[C:22]([CH3:27])[CH:21]=2)[CH:15]=[CH:16][C:17]=1[CH3:18]>C1(C)C=CC=CC=1>[CH3:27][C:22]1[CH:21]=[C:20]([N:19]([C:28]2[CH:29]=[CH:30][C:31]([CH2:32][CH2:33][Si:4]([O:8][CH2:9][CH3:10])([O:5][CH2:6][CH3:7])[O:3][CH2:1][CH3:2])=[CH:34][CH:35]=2)[C:14]2[CH:15]=[CH:16][C:17]([CH3:18])=[C:12]([CH3:11])[CH:13]=2)[CH:25]=[CH:24][C:23]=1[CH3:26]. Reported procedure: 40 mL of toluene, 6.0 g of triethoxysilane, and 0.54 mmol of tris (tetramethyldivinyldisiloxane) platinum (0) complex in a toluene solution were placed in a three-neck flask, and while stirring under room temperature, 20 mL of a toluene solution of 9.9 g of 4-[N, N-bis(3,4-dimethylphenyl)amino]styrene was added. Upon completion of the addition, the mixture was stirred for 3 hours at 70° C.; the solvent was then removed under reduced pressure, and a lemon-yellow oil of 4-[N, N-bis(3, 4-dimethylph... Starting materials: N(=[N+]=[N-])CC1=C(C2=C(N=C1CC)N(N=C2)CC)NC2CCOCC2 (5-(azidomethyl)-1,6-diethyl-N-(tetrahydro-2H-pyran-4-yl)-1H-pyrazolo[3,4-b]pyridin-4-amine), N(=[N+]=[N-])CC1=C(C2=C(N=C1CC)N(N=C2)CC)NC2CCOCC2 (5-(azidomethyl)-1,6-diethyl-N-(tetrahydro-2H-pyran-4-yl)-1H-pyrazolo[3,4-b]pyridin-4-amine), CCOCC (Ether). The reagents and catalysts are [Pd] (palladium on carbon). Run in C(C)O (ethanol). Reaction conditions: time 3 hour. Product: NCC1=C(C2=C(N=C1CC)N(N=C2)CC)NC2CCOCC2 (5-(Aminomethyl)-1,6-diethyl-N-(tetrahydro-2H-pyran-4-yl)-1H-pyrazolo[3,4-b]pyridin-4-amine). Isolated yield 90.6%. As a reaction SMILES: [N:1]([CH2:4][C:5]1[C:10]([CH2:11][CH3:12])=[N:9][C:8]2[N:13]([CH2:16][CH3:17])[N:14]=[CH:15][C:7]=2[C:6]=1[NH:18][CH:19]1[CH2:24][CH2:23][O:22][CH2:21][CH2:20]1)=[N+]=[N-].CCOCC>C(O)C.[Pd]>[NH2:1][CH2:4][C:5]1[C:10]([CH2:11][CH3:12])=[N:9][C:8]2[N:13]([CH2:16][CH3:17])[N:14]=[CH:15][C:7]=2[C:6]=1[NH:18][CH:19]1[CH2:20][CH2:21][O:22][CH2:23][CH2:24]1. Procedure details: A suspension of 5-(azidomethyl)-1,6-diethyl-N-(tetrahydro-2H-pyran-4-yl)-1H-pyrazolo[3,4-b]pyridin-4-amine (10.3 g, 34 mmol, e.g. which can be as prepared in Intermediate 6) in ethanol (200 ml) was added to 10% palladium on carbon (1 g) and stirred under an atmosphere of hydrogen for 3 hours at room temperature. The catalyst was removed by filtration under nitrogen and washed well with ethanol. The filtrate was evaporated to dryness to give a dark oil. Ether was added and then evaporated to give...